Dataset: the Open Reaction Database (ORD), a public repository of structured organic reaction records. Task: describe an organic reaction: reactants, conditions, products, and yield Starting materials: Cc1ccc(C(=O)O)c2ccccc12, COc1ccc(N)cc1C. The reagents and catalysts are CCOC(=O)C(=NO[P+](N1CCCC1)(N2CCCC2)N3CCCC3)C#N.F[P-](F)(F)(F)(F)F (PyOxim), CCN(C(C)C)C(C)C (DIPEA). Run in CN(C)C=O (DMF), CN(C)C=O (DMF), CN(C)C=O (DMF), CN(C)C=O (DMF), CN(C)C=O (DMF), CN(C)C=O (DMF). Run at temperature 25 celsius, time 2 hour. Product: COc1ccc(NC(=O)c2ccc(C)c3ccccc23)cc1C. Isolated yield 66.3%. Reaction SMILES: COc1ccc(N)cc1C.Cc1ccc(C(=O)O)c2ccccc12.CCOC(=O)C(=NO[P+](N1CCCC1)(N2CCCC2)N3CCCC3)C#N.F[P-](F)(F)(F)(F)F.CCN(C(C)C)C(C)C.CN(C)C=O>>COc1ccc(NC(=O)c2ccc(C)c3ccccc23)cc1C. The reactants are esters, FC(C=1C=C(CN2C3CC3C[C@@H]2C(=O)NC2(CC2)C2=CC=C(C(=O)OC)C=C2)C=CC1)(F)F (methyl 4-(1-((3R)-2-(3-(trifluoromethyl)benzyl)-2-azabicyclo[3.1.0]hexane-3-carboxamido)cyclopropyl)benzoate), O[Li].O (LiOH H2O). Yields the product FC(C=1C=C(CN2[C@@H]3C[C@@H]3C[C@@H]2C(=O)NC2(CC2)C2=CC=C(C(=O)O)C=C2)C=CC1)(F)F (4-(1-((1R,3R,5R)-2-(3-(trifluoromethyl)benzyl)-2-azabicyclo[3.1.0]hexane-3-carboxamido)cyclopropyl)benzoic acid). Yield: 89.4%. RXN SMILES: [F:1][C:2]([F:33])([F:32])[C:3]1[CH:4]=[C:5]([CH:29]=[CH:30][CH:31]=1)[CH2:6][N:7]1[C@@H:12]([C:13]([NH:15][C:16]2([C:19]3[CH:28]=[CH:27][C:22]([C:23]([O:25]C)=[O:24])=[CH:21][CH:20]=3)[CH2:18][CH2:17]2)=[O:14])[CH2:11][CH:10]2[CH:8]1[CH2:9]2.O[Li].O>>[F:32][C:2]([F:1])([F:33])[C:3]1[CH:4]=[C:5]([CH:29]=[CH:30][CH:31]=1)[CH2:6][N:7]1[C@@H:12]([C:13]([NH:15][C:16]2([C:19]3[CH:20]=[CH:21][C:22]([C:23]([OH:25])=[O:24])=[CH:27][CH:28]=3)[CH2:18][CH2:17]2)=[O:14])[CH2:11][C@@H:10]2[C@H:8]1[CH2:9]2 |f:1.2|. Reported procedure: The title compound (E29) (52 mg) was prepared according to the general procedure for esters hydrolysis (Method D) starting from methyl 4-(1-((3R)-2-(3-(trifluoromethyl)benzyl)-2-azabicyclo[3.1.0]hexane-3-carboxamido)cyclopropyl)benzoate (D146) (60 mg). (LiOH H2O: 4 eq; reaction time: 18 hrs) Reaction SMILES: [CH3:1][O:2][C:3]1[C:4]([NH:16][C:17](=[O:22])[C:18]([CH3:21])([CH3:20])[CH3:19])=[C:5]([C:9]([C:12]([F:15])([F:14])[F:13])=[CH:10][CH:11]=1)[C:6]([OH:8])=[O:7].S(OC)(O[CH3:27])(=O)=O.C(=O)(O)[O-].[Na+].O>CC(C)=O>[CH3:27][O:7][C:6](=[O:8])[C:5]1[C:9]([C:12]([F:15])([F:14])[F:13])=[CH:10][CH:11]=[C:3]([O:2][CH3:1])[C:4]=1[NH:16][C:17](=[O:22])[C:18]([CH3:19])([CH3:21])[CH3:20] |f:2.3|. Starting materials: O (water), COC=1C(=C(C(=O)O)C(=CC1)C(F)(F)F)NC(C(C)(C)C)=O (3-methoxy-2-pivalamido-6-(trifluoromethyl)benzoic acid), S(=O)(=O)(OC)OC (dimethyl sulfate), C([O-])(O)=O.[Na+] (sodium bicarbonate). The product is COC(C1=C(C(=CC=C1C(F)(F)F)OC)NC(C(C)(C)C)=O)=O (methyl-3-methoxy-2-pivalamido-6-(trifluoromethyl)benzoate). Isolated yield 95.0%. The solvent is CC(=O)C (acetone). Reported procedure: A mixture of 3-methoxy-2-pivalamido-6-(trifluoromethyl)benzoic acid (1 eq), dimethyl sulfate (1 eq) and sodium bicarbonate (1.3 eq) in acetone was refluxed for 4 h. The reaction mixture was poured to water and extracted with ethyl acetate. The ethyl acetate extracts were combined, washed with brine and dried over sodium sulfate. Filtered, evaporated and dried under vacuum to provide product as yellow solid in 95% yield. ES/MS m/z 334.1 (MH+). Proceeds for next step without any purification. Starting materials: C1(=CC=CC=C1)P(C1=C(C=CC=C1)OC1=C(C=CC=C1)P(C1=CC=CC=C1)C1=CC=CC=C1)C1=CC=CC=C1 (Bis(2-diphenylphosphinophenyl)ether), ClC1=NC=C(C(=C1)I)Cl (2,5-dichloro-4-iodopyridine), NC1=C(C(=O)NC)C=CC=C1 (2-amino-N-methylbenzamide), P(=O)([O-])([O-])[O-].[K+].[K+].[K+] (tripotassium phosphate). Reagents/catalysts: CC(=O)[O-].CC(=O)[O-].[Pd+2] (Pd(OAc)2). Solvent: O1CCOCC1 (1,4-dioxane). Conditions: temperature 120 celsius. Yields the product ClC1=NC=C(C(=C1)NC1=C(C(=O)NC)C=CC=C1)Cl (2-[(2,5-Dichloro-4-pyridinyl)amino]-N-methylbenzamide). The yield is 56.5%. Reaction SMILES: [Cl:1][C:2]1[CH:7]=[C:6](I)[C:5]([Cl:9])=[CH:4][N:3]=1.[NH2:10][C:11]1[CH:20]=[CH:19][CH:18]=[CH:17][C:12]=1[C:13]([NH:15][CH3:16])=[O:14].P([O-])([O-])([O-])=O.[K+].[K+].[K+].C1(P(C2C=CC=CC=2)C2C=CC=CC=2OC2C=CC=CC=2P(C2C=CC=CC=2)C2C=CC=CC=2)C=CC=CC=1>O1CCOCC1.CC([O-])=O.CC([O-])=O.[Pd+2]>[Cl:1][C:2]1[CH:7]=[C:6]([NH:10][C:11]2[CH:20]=[CH:19][CH:18]=[CH:17][C:12]=2[C:13]([NH:15][CH3:16])=[O:14])[C:5]([Cl:9])=[CH:4][N:3]=1 |f:2.3.4.5,8.9.10|. Procedure: A 150-mL sealed tube was charged with 2,5-dichloro-4-iodopyridine (3.5 g, 12.78 mmol), 2-amino-N-methylbenzamide (1.919 g, 12.78 mmol) and tripotassium phosphate (8.14 g, 38.3 mmol) in 1,4-dioxane (100 mL). The reaction mixture was degassed with nitrogen for 10 min. Bis(2-diphenylphosphinophenyl)ether (DPEPhos, 0.688 g, 1.278 mmol) and Pd(OAc)2 (0.115 g, 0.511 mmol) were added and the reaction mixture was heated in a 120° C. oil bath over night. The reaction mixture was filtered through celite, ... Reaction SMILES: [Br:22][CH:23]([Cl:24])[CH2:25][CH3:26].[C:41](=[O:42])([O-:43])[O-:44].[Cl:1][CH2:2][CH2:3][CH2:4][O:5][c:6]1[c:7]([CH2:19][CH2:20][CH3:21])[c:8]2[c:9]([c:10]([C:13]([F:14])([F:15])[F:16])[n:11][o:12]2)[cH:17][cH:18]1.[Cs+:45].[Cs+:46].[O:47]=[CH:48][N:49]([CH3:50])[CH3:51].[OH2:52].[c:27]1([CH:33]2[C:34](=[O:40])[NH:35][C:36](=[O:39])[NH:37][CH2:38]2)[cH:28][cH:29][cH:30][cH:31][cH:32]1>>[CH2:2]([CH2:3][CH2:4][O:5][c:6]1[c:7]([CH2:19][CH2:20][CH3:21])[c:8]2[c:9]([c:10]([C:13]([F:14])([F:15])[F:16])[n:11][o:12]2)[cH:17][cH:18]1)[N:35]1[C:34](=[O:40])[CH:33]([c:27]2[cH:28][cH:29][cH:30][cH:31][cH:32]2)[CH2:38][NH:37][C:36]1=[O:39]. Reactants: CCC(Cl)Br, O=C([O-])[O-], CCCc1c(OCCCCl)ccc2c(C(F)(F)F)noc12, [Cs+], [Cs+], CN(C)C=O, O, O=C1NCC(c2ccccc2)C(=O)N1. Yields the product CCCc1c(OCCCN2C(=O)NCC(c3ccccc3)C2=O)ccc2c(C(F)(F)F)noc12. Reactants: C(C)(C)(C)OC(NC1=C(C=C(C=C1)C#CC1=CC=C(C=C1)F)NC(CC(=O)C1=CC(=NC=C1)N1C=NC=C1)=O)=O ({4-(4-fluoro-phenylethynyl)-2-[3-(2-imidazol-1-yl-pyridin-4-yl)-3-oxo-propionylamino]-phenyl}-carbamic acid tert.-butyl ester), C(=O)(C(F)(F)F)O (TFA). The solvent is C(Cl)Cl (CH2Cl2). The product is FC1=CC=C(C=C1)C#CC=1C=CC2=C(NC(CC(=N2)C2=CC(=NC=C2)N2C=NC=C2)=O)C1 (8-(4-Fluoro-phenylethynyl)-4-(2-imidazol-1-yl-pyridin-4-yl)-1,3-dihydro-benzo[b][1,4]diazepin-2-one). As a reaction SMILES: C(OC(=O)[NH:7][C:8]1[CH:13]=[CH:12][C:11]([C:14]#[C:15][C:16]2[CH:21]=[CH:20][C:19]([F:22])=[CH:18][CH:17]=2)=[CH:10][C:9]=1[NH:23][C:24](=[O:39])[CH2:25][C:26]([C:28]1[CH:33]=[CH:32][N:31]=[C:30]([N:34]2[CH:38]=[CH:37][N:36]=[CH:35]2)[CH:29]=1)=O)(C)(C)C.C(O)(C(F)(F)F)=O>C(Cl)Cl>[F:22][C:19]1[CH:20]=[CH:21][C:16]([C:15]#[C:14][C:11]2[CH:12]=[CH:13][C:8]3[N:7]=[C:26]([C:28]4[CH:33]=[CH:32][N:31]=[C:30]([N:34]5[CH:38]=[CH:37][N:36]=[CH:35]5)[CH:29]=4)[CH2:25][C:24](=[O:39])[NH:23][C:9]=3[CH:10]=2)=[CH:17][CH:18]=1. Procedure details: Prepared from {4-(4-fluoro-phenylethynyl)-2-[3-(2-imidazol-1-yl-pyridin-4-yl)-3-oxo-propionylamino]-phenyl}-carbamic acid tert.-butyl ester (Example K43) by treatment with TFA in CH2Cl2 according to the general procedure M. Obtained as a light brown solid (189 mg). Reactants: C(C)(C)(C)OC[C@@]1([C@H]([C@H]([C@@](O1)(N1C(=O)NC(=O)C=C1)[SiH](C1=CC=CC=C1)C1=CC=CC=C1)ON1C(C=2C(C1=O)=CC=CC2)=O)OCC2=CC=CC1=CC=CC=C21)COS(=O)(=O)C=2C(=CC=CC2)C (5′-O-tertbutyldiphenylsilyl-3′-O-naphthylmethyl-4′-C-toluenesulfonyloxymethyl-2′-O-phthalimido Uridine), O.NN (hydrazine hydrate). The solvent is CCO (EtOH). Run at time 3 hour. Product: NO[C@H]1[C@@](O[C@@]([C@H]1OCC1=CC=CC2=CC=CC=C12)(COC(C)(C)C)COS(=O)(=O)C=1C(=CC=CC1)C)(N1C(=O)NC(=O)C=C1)[SiH](C1=CC=CC=C1)C1=CC=CC=C1 (2′-O-amino-5′-O-tertbutyldiphenylsilyl-3′-O-naphthylmethyl-4′-C-toluenesulfonyloxymethyl Uridine). Reaction SMILES: [C:1]([O:5][CH2:6][C@@:7]1([CH2:57][O:58][S:59]([C:62]2[C:63]([CH3:68])=[CH:64][CH:65]=[CH:66][CH:67]=2)(=[O:61])=[O:60])[O:11][C@@:10]([SiH:20]([C:27]2[CH:32]=[CH:31][CH:30]=[CH:29][CH:28]=2)[C:21]2[CH:26]=[CH:25][CH:24]=[CH:23][CH:22]=2)([N:12]2[CH:19]=[CH:18][C:16](=[O:17])[NH:15][C:13]2=[O:14])[C@H:9]([O:33][N:34]2C(=O)C3=CC=CC=C3C2=O)[C@@H:8]1[O:45][CH2:46][C:47]1[C:56]2[C:51](=[CH:52][CH:53]=[CH:54][CH:55]=2)[CH:50]=[CH:49][CH:48]=1)([CH3:4])([CH3:3])[CH3:2].O.NN>CCO>[NH2:34][O:33][C@@H:9]1[C@H:8]([O:45][CH2:46][C:47]2[C:56]3[C:51](=[CH:52][CH:53]=[CH:54][CH:55]=3)[CH:50]=[CH:49][CH:48]=2)[C@@:7]([CH2:57][O:58][S:59]([C:62]2[C:63]([CH3:68])=[CH:64][CH:65]=[CH:66][CH:67]=2)(=[O:61])=[O:60])([CH2:6][O:5][C:1]([CH3:2])([CH3:4])[CH3:3])[O:11][C@@:10]1([SiH:20]([C:21]1[CH:26]=[CH:25][CH:24]=[CH:23][CH:22]=1)[C:27]1[CH:32]=[CH:31][CH:30]=[CH:29][CH:28]=1)[N:12]1[CH:19]=[CH:18][C:16](=[O:17])[NH:15][C:13]1=[O:14] |f:1.2|. Procedure: To a solution of Compound 50 (15.9 g, 16.7 mmol) in anhydrous EtOH (500 mL) is added hydrazine hydrate (1.46 mL, 30.1 mmol). After stirring at room temperature for 3 hours, the mixture is concentrated in vacuo to ˜100 mL, then poured into EtOAc (500 mL) and washed with saturated aqueous NaHCO3 (2×100 mL). The organic phase is dried over anhydrous Na2SO4, filtered and evaporated. The crude Compound 51 is used without further purification